Dataset: the Open Reaction Database (ORD), a public repository of structured organic reaction records. Task: describe an organic reaction: reactants, conditions, products, and yield The reactants are COC1=CC=C(OC2=CC(=C(C(=C2)C)C=2N=C(SC2)N)C)C=C1 (4-(4-(4-methoxyphenoxy)-2,6-dimethylphenyl)thiazol-2-amine), C(C)(=O)[O-].[Na+] (sodium acetate), O (water). Run in C(C)(=O)OC(C)=O (acetic anhydride). Yield: 84.1%. Reaction conditions: time 1 hour. Yields the product COC1=CC=C(OC2=CC(=C(C(=C2)C)C=2N=C(SC2)NC(C)=O)C)C=C1 (N-{4-(4-(4-Methoxyphenoxy)-2,6-dimethylphenyl)thiazol-2-yl}acetamide). Procedure details: To a solution of 4-(4-(4-methoxyphenoxy)-2,6-dimethylphenyl)thiazol-2-amine (2-1, 500 mg, 1.5 mmol) in acetic anhydride (2.0 mL) was added sodium acetate (125.7 mg, 1.5 mmol). The reaction was stirred at room temperature for 1.0 h. The solution was added with water and extracted with ethyl acetate. The organic layer was washed with brine, dried over anhydrous MgSO4(s), and concentrated under reduced pressure to give N-{4-(4-(4-methoxyphenoxy)-2,6-dimethylphenyl)thiazol-2-yl}acetamide (2-2, 465 m... RXN SMILES: [CH3:1][O:2][C:3]1[CH:23]=[CH:22][C:6]([O:7][C:8]2[CH:13]=[C:12]([CH3:14])[C:11]([C:15]3[N:16]=[C:17]([NH2:20])[S:18][CH:19]=3)=[C:10]([CH3:21])[CH:9]=2)=[CH:5][CH:4]=1.[C:24]([O-])(=[O:26])[CH3:25].[Na+].O>C(OC(=O)C)(=O)C>[CH3:1][O:2][C:3]1[CH:4]=[CH:5][C:6]([O:7][C:8]2[CH:9]=[C:10]([CH3:21])[C:11]([C:15]3[N:16]=[C:17]([NH:20][C:24](=[O:26])[CH3:25])[S:18][CH:19]=3)=[C:12]([CH3:14])[CH:13]=2)=[CH:22][CH:23]=1 |f:1.2|.